From a dataset of the Open Reaction Database (ORD), a public repository of structured organic reaction records. describe an organic reaction: reactants, conditions, products, and yield Starting materials: Cl.COC(=O)C=1CN(CCC1)CCOC=C(C1=C(C=CC=C1)C)C1=C(C=CC=C1)F (1-(2-((2-(2-Fluorophenyl)-2-(2-methylphenyl)ethenyl)oxy)ethyl)-1,2,5,6-tetrahydro-3-pyridinecarboxylic acid methyl ester hydrochloride), [OH-].[Na+] (sodium hydroxide). Run in C(C)O (ethanol). Conditions: time 2.5 hour. Product: Cl.FC1=C(C=CC=C1)C(=COCCN1CC(=CCC1)C(=O)O)C1=C(C=CC=C1)C (1-(2-((2-(2-Fluorophenyl)-2-(2-methylphenyl)ethenyl)oxy)ethyl)-1,2,5,6-tetrahydro-3-pyridinecarboxylic acid hydrochloride). Yield: 91.0%. RXN SMILES: [ClH:1].C[O:3][C:4]([C:6]1[CH2:7][N:8]([CH2:12][CH2:13][O:14][CH:15]=[C:16]([C:24]2[CH:29]=[CH:28][CH:27]=[CH:26][C:25]=2[F:30])[C:17]2[CH:22]=[CH:21][CH:20]=[CH:19][C:18]=2[CH3:23])[CH2:9][CH2:10][CH:11]=1)=[O:5].[OH-].[Na+]>C(O)C>[ClH:1].[F:30][C:25]1[CH:26]=[CH:27][CH:28]=[CH:29][C:24]=1[C:16]([C:17]1[CH:22]=[CH:21][CH:20]=[CH:19][C:18]=1[CH3:23])=[CH:15][O:14][CH2:13][CH2:12][N:8]1[CH2:9][CH2:10][CH:11]=[C:6]([C:4]([OH:5])=[O:3])[CH2:7]1 |f:0.1,2.3,5.6|. Procedure: 1-(2-((2-(2-Fluorophenyl)-2-(2-methylphenyl)ethenyl)oxy)ethyl)-1,2,5,6-tetrahydro-3-pyridinecarboxylic acid methyl ester hydrochloride (2.18 g, 0.0049 mol, prepared similarly to the method described in Example 70) was dissolved in ethanol (24 ml) and 12 N sodium hydroxide solution (1.83 ml) was introduced at 5° C. The solution was stirred at room temperature for 2.5 h and stored at −10° C. for 18 h. The reaction mixture was evaporated to a residue after pH had been adjusted to 6.5 with 4 N hydro... Starting materials: C1CCOC1, C[Si](C)(C)C=[N+]=[N-], CCOC(C)=O, CO, COC(=O)c1nc(Cl)nc(Cl)c1I, Cl, [H-], [Na+], OC1CCOC1. Product: COC(=O)c1nc(Cl)nc(OC2CCOC2)c1I. RXN SMILES: [CH2:30]1[O:31][CH2:32][CH2:33][CH2:34]1.[CH3:23][Si:24]([CH:25]=[N+:26]=[N-:27])([CH3:28])[CH3:29].[CH3:35][CH2:36][O:37][C:38]([CH3:39])=[O:40].[CH3:41][OH:42].[Cl:9][c:10]1[n:11][c:12]([Cl:21])[c:13]([I:20])[c:14]([C:16](=[O:17])[O:18][CH3:19])[n:15]1.[ClH:22].[H-:8].[Na+:7].[OH:1][CH:2]1[CH2:3][O:4][CH2:5][CH2:6]1>>[O:1]([CH:2]1[CH2:3][O:4][CH2:5][CH2:6]1)[c:12]1[n:11][c:10]([Cl:9])[n:15][c:14]([C:16](=[O:17])[O:18][CH3:19])[c:13]1[I:20]. The reactants are CC1(N[C@H]2CCCC[C@@H]2NC1)C ((4aS,8aS)-2,2 -dimethyldecahydroquinoxaline), BrC1=CC(=C(C#N)C=C1)Cl (4-bromo-2-chlorobenzonitrile), P(C(C)(C)C)(C(C)(C)C)C(C)(C)C (t-Bu3P), [H+].[B-](F)(F)(F)F (HBF4), C(C)(C)(C)O[Na] (t-BuONa), Cl.CCOC(=O)C (HCl AcOEt). The reagents and catalysts are CC(=O)[O-].CC(=O)[O-].[Pd+2] (Pd(OAc)2). Run in C1(=CC=CC=C1)C (toluene), C(C)(=O)OCC (ethyl acetate). Yields the product Cl.ClC=1C=C(C=CC1C#N)N1CC(N[C@H]2CCCC[C@H]12)(C)C ((4aS,8aS)-1-(3-chloro-4-cyanophenyl)-3,3-dimethyldecahydroquinoxaline hydrochloride). Yield: 57.8%. As a reaction SMILES: [CH3:1][C:2]1([CH3:12])[CH2:11][NH:10][C@@H:9]2[C@H:4]([CH2:5][CH2:6][CH2:7][CH2:8]2)[NH:3]1.Br[C:14]1[CH:21]=[CH:20][C:17]([C:18]#[N:19])=[C:16]([Cl:22])[CH:15]=1.P(C(C)(C)C)(C(C)(C)C)C(C)(C)C.[H+].[B-](F)(F)(F)F.C(O[Na])(C)(C)C.Cl.CCOC(C)=O>C(OCC)(=O)C.CC([O-])=O.CC([O-])=O.[Pd+2].C1(C)C=CC=CC=1>[ClH:22].[Cl:22][C:16]1[CH:15]=[C:14]([N:10]2[C@@H:9]3[C@H:4]([CH2:5][CH2:6][CH2:7][CH2:8]3)[NH:3][C:2]([CH3:12])([CH3:1])[CH2:11]2)[CH:21]=[CH:20][C:17]=1[C:18]#[N:19] |f:3.4,6.7,9.10.11,13.14|. Procedure details: A toluene (10 ml) suspension of (4aS,8aS)-2,2 -dimethyldecahydroquinoxaline (400 mg, 2.38 mmol), 4-bromo-2-chlorobenzonitrile (669 mg, 3.09 mmol), Pd(OAc)2 (53 mg, 0.24 mmol), t-Bu3P.HBF4 (70 mg, 0.24 mmol), and t-BuONa (320 mg, 3.33 mmol) was stirred for 5 hours under reflux in a nitrogen atmosphere. The reaction solution was cooled. Then, insoluble matter was filtered through celite, and the filtrate was concentrated. The obtained residue was purified by silica gel column chromatography (CH2Cl... Reactants: FC(S(=O)(=O)OS(=O)(=O)C(F)(F)F)(F)F (trifluoromethanesulfonic anhydride), OC/C=C/[C@]1([C@@H](N2C(C[C@H]2S1)=O)C(=O)OC(C1=CC=CC=C1)C1=CC=CC=C1)C (benzhydryl (E)-(2S,3S,5R)-3-(3-hydroxy- propenyl)-3-methyl-7-oxo-4-thia-1-aza-bicyclo[3.2.0]heptane-2-carboxylate), N1=CC=CC=C1 (pyridine). Solvent: C(Cl)Cl (methylene chloride). Conditions: temperature -40 celsius. Product: FC(S(=O)(=O)[O-])(F)F.C(C1=CC=CC=C1)(C1=CC=CC=C1)OC(=O)[C@@H]1N2C(C[C@H]2S[C@@]1(C)C=CC[N+]1=CC=CC=C1)=O ((2S,3S,5R)-1-[3-(2-Benzhydryloxycarbonyl-3-methyl-7-oxo-4-thia-1-aza-bicyclo[3.2.0]heptan-3-yl)-allyl]-pyridinium trifluormethanesulfonate). As a reaction SMILES: O[CH2:2]/[CH:3]=[CH:4]/[C@:5]1([CH3:29])[S:11][C@H:10]2[N:7]([C:8](=[O:12])[CH2:9]2)[C@H:6]1[C:13]([O:15][CH:16]([C:23]1[CH:28]=[CH:27][CH:26]=[CH:25][CH:24]=1)[C:17]1[CH:22]=[CH:21][CH:20]=[CH:19][CH:18]=1)=[O:14].[F:30][C:31]([F:44])([F:43])[S:32]([O:35]S(C(F)(F)F)(=O)=O)(=[O:34])=[O:33].[N:45]1[CH:50]=[CH:49][CH:48]=[CH:47][CH:46]=1>C(Cl)Cl>[F:30][C:31]([F:44])([F:43])[S:32]([O-:35])(=[O:34])=[O:33].[CH:16]([O:15][C:13]([C@H:6]1[C@@:5]([CH:4]=[CH:3][CH2:2][N+:45]2[CH:50]=[CH:49][CH:48]=[CH:47][CH:46]=2)([CH3:29])[S:11][C@H:10]2[N:7]1[C:8](=[O:12])[CH2:9]2)=[O:14])([C:17]1[CH:22]=[CH:21][CH:20]=[CH:19][CH:18]=1)[C:23]1[CH:24]=[CH:25][CH:26]=[CH:27][CH:28]=1 |f:4.5|. Procedure: 410 mg (1.0 mmol) of benzhydryl (E)-(2S,3S,5R)-3-(3-hydroxy- propenyl)-3-methyl-7-oxo-4-thia-1-aza-bicyclo[3.2.0]heptane-2-carboxylate were dissolved in 6 ml of methylene chloride, cooled to -40° C. and treated with 250 μl (1.5 mmol) of trifluoromethanesulfonic anhydride. After 5 minutes 200 μl (2.50 mmol) of pyridine were added, the mixture was stirred at the same temperature for a further hour and subsequently the cooling bath was removed. The solvent was removed on a rotary evaporator at room...